Task: describe an organic reaction: reactants, conditions, products, and yield. Dataset: the Open Reaction Database (ORD), a public repository of structured organic reaction records The reactants are C(C)(C)(C)OC(COC1=CC=CC=2[C@@H](CCCC12)NS(=O)(=O)C1=CC(=C(C=C1)F)Cl)=O ([(R)-5-(3-chloro-4-fluoro-benzenesulfonylamino)-5,6,7,8-tetrahydro-naphthalen-1-yloxy]-acetic acid tert-butyl ester), CI (methyl iodide), C([O-])([O-])=O.[K+].[K+] (potassium carbonate). The solvent is C(C)#N (acetonitrile). Run at temperature 70 celsius, time 5 hour. Product: C(C)(C)(C)OC(COC1=CC=CC=2[C@@H](CCCC12)N(C)S(=O)(=O)C1=CC(=C(C=C1)F)Cl)=O ({(R)-5-[(3-chloro-4-fluoro-benzenesulfonyl)-methyl-amino]-5,6,7,8-tetrahydro-naphthalen-1-yloxy}-acetic acid tert-butyl ester). The yield is 88.7%. Reaction SMILES: [C:1]([O:5][C:6](=[O:31])[CH2:7][O:8][C:9]1[C:18]2[CH2:17][CH2:16][CH2:15][C@@H:14]([NH:19][S:20]([C:23]3[CH:28]=[CH:27][C:26]([F:29])=[C:25]([Cl:30])[CH:24]=3)(=[O:22])=[O:21])[C:13]=2[CH:12]=[CH:11][CH:10]=1)([CH3:4])([CH3:3])[CH3:2].CI.[C:34](=O)([O-])[O-].[K+].[K+]>C(#N)C>[C:1]([O:5][C:6](=[O:31])[CH2:7][O:8][C:9]1[C:18]2[CH2:17][CH2:16][CH2:15][C@@H:14]([N:19]([S:20]([C:23]3[CH:28]=[CH:27][C:26]([F:29])=[C:25]([Cl:30])[CH:24]=3)(=[O:21])=[O:22])[CH3:34])[C:13]=2[CH:12]=[CH:11][CH:10]=1)([CH3:4])([CH3:2])[CH3:3] |f:2.3.4|. Reported procedure: To a solution of [(R)-5-(3-chloro-4-fluoro-benzenesulfonylamino)-5,6,7,8-tetrahydro-naphthalen-1-yloxy]-acetic acid tert-butyl ester (example 2-2, method D, 2nd step) (400 mg, 0.85 mmol) in acetonitrile (15 mL) was added methyl iodide (182 mg, 1.28 mmol) and potassium carbonate (350 mg, 2.53 mmol). The reaction mixture was stirred at 70° C. for 5 hours, then cooled to room temperature and filtered through a glass funnel. The filtrate was concentrated in vacuo, and the residue was purified by col...